Task: describe an organic reaction: reactants, conditions, products, and yield. Dataset: the Open Reaction Database (ORD), a public repository of structured organic reaction records Starting materials: CO, O=CNc1ccccc1C1(O)CC(C2CC2)C1, [K+], [OH-]. Yields the product Nc1ccccc1C1(O)CC(C2CC2)C1. RXN SMILES: [CH3:20][OH:21].[CH:1]1([CH:4]2[CH2:5][C:6]([OH:8])([c:9]3[c:10]([NH:15][CH:16]=[O:17])[cH:11][cH:12][cH:13][cH:14]3)[CH2:7]2)[CH2:2][CH2:3]1.[K+:19].[OH-:18]>>[CH:1]1([CH:4]2[CH2:5][C:6]([OH:8])([c:9]3[c:10]([NH2:15])[cH:11][cH:12][cH:13][cH:14]3)[CH2:7]2)[CH2:2][CH2:3]1.